Dataset: the Open Reaction Database (ORD), a public repository of structured organic reaction records. Task: describe an organic reaction: reactants, conditions, products, and yield The product is C(CC(=O)OCC1=CC=CO1)(=O)OCC1=CC=CO1 (DIFURFURYL MALONATE). Reaction conditions: time 4 hour. Procedure details: 196 parts by wt. of furfuryl alcohol and 132 parts by wt. dimethyl malonate (stoichiometric proportions) are mixed and 0.5-0.75% wt. sodium metal added. The mixture is heated to a temperature in the range from 214°-240° F. under a nitrogen atmosphere. Methanol is evolved and removed as the reaction progressed. After a period of 4 hours, a waxy solid is obtained. The liquid product obtained after washing with water is difurfuryl malonate. As a reaction SMILES: [CH2:1]([OH:7])[C:2]1[O:6][CH:5]=[CH:4][CH:3]=1.[C:8]([O:15]C)(=O)[CH2:9][C:10]([O:12][CH3:13])=[O:11].[Na]>CO>[C:10]([O:12][CH2:13][C:5]1[O:6][CH:2]=[CH:3][CH:4]=1)(=[O:11])[CH2:9][C:8]([O:7][CH2:1][C:2]1[O:6][CH:5]=[CH:4][CH:3]=1)=[O:15] |^1:16|. The solvent is CO (Methanol). The reactants are C(C1=CC=CO1)O (furfuryl alcohol), C(CC(=O)OC)(=O)OC (dimethyl malonate), [Na] (sodium). The reactants are COc1ccc(CN(Cc2ccc(OC)cc2)c2ncc(-c3nc(N4CCOCC4)nc4c3CCN4c3ccc(C(=O)O)cc3)cn2)cc1, CNCCN1CCOCC1. Yields the product COc1ccc(CN(Cc2ccc(OC)cc2)c2ncc(-c3nc(N4CCOCC4)nc4c3CCN4c3ccc(C(=O)N(C)CCN4CCOCC4)cc3)cn2)cc1. RXN SMILES: [CH3:11][O:12][c:13]1[cH:14][cH:15][c:16]([CH2:17][N:18]([c:19]2[n:20][cH:21][c:22](-[c:25]3[c:26]4[c:27]([n:28][c:29]([N:31]5[CH2:32][CH2:33][O:34][CH2:35][CH2:36]5)[n:30]3)[N:37]([c:40]3[cH:41][cH:42][c:43]([C:44](=[O:45])[OH:46])[cH:47][cH:48]3)[CH2:38][CH2:39]4)[cH:23][n:24]2)[CH2:49][c:50]2[cH:51][cH:52][c:53]([O:56][CH3:57])[cH:54][cH:55]2)[cH:58][cH:59]1.[CH3:1][NH:2][CH2:3][CH2:4][N:5]1[CH2:6][CH2:7][O:8][CH2:9][CH2:10]1>>[CH3:1][N:2]([CH2:3][CH2:4][N:5]1[CH2:6][CH2:7][O:8][CH2:9][CH2:10]1)[C:44]([c:43]1[cH:42][cH:41][c:40]([N:37]2[c:27]3[c:26]([c:25](-[c:22]4[cH:21][n:20][c:19]([N:18]([CH2:17][c:16]5[cH:15][cH:14][c:13]([O:12][CH3:11])[cH:59][cH:58]5)[CH2:49][c:50]5[cH:51][cH:52][c:53]([O:56][CH3:57])[cH:54][cH:55]5)[n:24][cH:23]4)[n:30][c:29]([N:31]4[CH2:32][CH2:33][O:34][CH2:35][CH2:36]4)[n:28]3)[CH2:39][CH2:38]2)[cH:48][cH:47]1)=[O:46]. Starting materials: FC=1C=C(C=O)C=CC1OC (3-fluoro-4-methoxybenzaldehyde), C1=CC=CC=C1 (benzene), [N+](=O)([O-])C (nitromethane), C(CCC)N (n-butylamine). The solvent is C(C)(=O)O (acetic acid). Product: [N+](=O)([O-])C(=C)C1=CC(=C(C=C1)OC)F (α-nitro-3-fluoro-4-methoxystyrene). As a reaction SMILES: [F:1][C:2]1[CH:3]=[C:4]([CH:7]=[CH:8][C:9]=1[O:10][CH3:11])[CH:5]=O.C1C=CC=CC=1.[N+:18](C)([O-:20])=[O:19].[CH2:22](N)CCC>C(O)(=O)C>[N+:18]([C:5]([C:4]1[CH:7]=[CH:8][C:9]([O:10][CH3:11])=[C:2]([F:1])[CH:3]=1)=[CH2:22])([O-:20])=[O:19]. Reported procedure: After a mixture of 9.8 g of 3-fluoro-4-methoxybenzaldehyde, benzene, nitromethane, n-butylamine and acetic acid is refluxed, the reaction mixture is extracted with toluene. The extract is condensed, and the residue is recrystallized from a mixture of acetic acid and n-hexane. 10 g of α-nitro-3-fluoro-4-methoxystyrene are obtained. The reactants are [Br-].C(CC1=CC=CC=C1)[P+](C1=CC=CC=C1)(C1=CC=CC=C1)C1=CC=CC=C1 (phenethyltriphenylphosphonium bromide), [Li]CCCC (n-BuLi), COC1=CC=C(C=O)C=C1 (4-methoxybenzaldehyde). Product: COC1=CC=C(C=C1)C=CCC1=CC=CC=C1 (1-Methoxy-4-(3-phenylprop-1-enyl)benzene). Isolated yield 85.9%. RXN SMILES: [Br-].[CH2:2]([P+](C1C=CC=CC=1)(C1C=CC=CC=1)C1C=CC=CC=1)[CH2:3][C:4]1[CH:9]=[CH:8][CH:7]=[CH:6][CH:5]=1.[Li]CCCC.[CH3:34][O:35][C:36]1[CH:43]=[CH:42][C:39]([CH:40]=O)=[CH:38][CH:37]=1>>[CH3:34][O:35][C:36]1[CH:43]=[CH:42][C:39]([CH:40]=[CH:2][CH2:3][C:4]2[CH:5]=[CH:6][CH:7]=[CH:8][CH:9]=2)=[CH:38][CH:37]=1 |f:0.1|. Procedure: Starting from phenethyltriphenylphosphonium bromide (3.16 g, 7.06 mmol, 1.0 equiv.), n-BuLi (1.6 M in hexanes, 4.4 mL, 7.06 mmol, 1.0 equiv.) and 4-methoxybenzaldehyde (1.44 g, 10.6 mmol, 1.5 equiv.), 1.36 g (86%) of the title compound as a light yellow oil was obtained after purification by flash chromatography on SiO2 (cyclohexane/EtOAc 99:1). The reactants are CCCCNN, CN=C=O, Cl, C1CCOC1. Yields the product CCCCN(N)C(=O)NC. RXN SMILES: [CH2:2]([CH2:3][CH2:4][CH3:5])[NH:6][NH2:7].[CH3:8][N:9]=[C:10]=[O:11].[ClH:1].[O:12]1[CH2:13][CH2:14][CH2:15][CH2:16]1>>[CH2:2]([CH2:3][CH2:4][CH3:5])[N:6]([NH2:7])[C:10]([NH:9][CH3:8])=[O:11]. The reactants are CNCc1ccccc1, CO, CC(Cl)C(=O)c1c(C(C)C)nn2ccccc12, [I-], [Na+]. The product is CC(C)c1nn2ccccc2c1C(=O)C(C)N(C)Cc1ccccc1. As a reaction SMILES: [CH3:18][NH:19][CH2:20][c:21]1[cH:22][cH:23][cH:24][cH:25][cH:26]1.[CH3:29][OH:30].[Cl:1][CH:2]([C:3](=[O:4])[c:5]1[c:6]([CH:14]([CH3:15])[CH3:16])[n:7][n:8]2[c:9]1[cH:10][cH:11][cH:12][cH:13]2)[CH3:17].[I-:27].[Na+:28]>>[CH:2]([C:3](=[O:4])[c:5]1[c:6]([CH:14]([CH3:15])[CH3:16])[n:7][n:8]2[c:9]1[cH:10][cH:11][cH:12][cH:13]2)([CH3:17])[N:19]([CH3:18])[CH2:20][c:21]1[cH:22][cH:23][cH:24][cH:25][cH:26]1. Reaction SMILES: [CH3:12][CH2:13][OH:14].[NH2:10][NH2:11].[OH2:15].[OH2:9].[n:1]1[c:2]([C:7]#[N:8])[cH:3][cH:4][cH:5][cH:6]1>>[n:1]1[c:2]([C:7]([NH2:8])=[N:10][NH2:11])[cH:3][cH:4][cH:5][cH:6]1. Yields the product NN=C(N)c1ccccn1. Reactants: CCO, NN, O, O, N#Cc1ccccn1.